From a dataset of the Open Reaction Database (ORD), a public repository of structured organic reaction records. describe an organic reaction: reactants, conditions, products, and yield As a reaction SMILES: [CH3:26][CH2:27][O:28][C:29]([CH3:30])=[O:31].[Cl:1][CH:2]1[CH:3]([NH:17][P:18]([O:19][CH2:20][CH3:21])([O:22][CH2:23][CH3:24])=[O:25])[CH2:4][N:5]([c:8]2[c:9]([N+:14]([O-:15])=[O:16])[cH:10][n:11][cH:12][cH:13]2)[CH2:6][CH2:7]1>>[Cl:1][CH:2]1[CH:3]([NH:17][P:18]([O:19][CH2:20][CH3:21])([O:22][CH2:23][CH3:24])=[O:25])[CH2:4][N:5]([c:8]2[c:9]([NH2:14])[cH:10][n:11][cH:12][cH:13]2)[CH2:6][CH2:7]1. Starting materials: CCOC(C)=O, CCOP(=O)(NC1CN(c2ccncc2[N+](=O)[O-])CCC1Cl)OCC. Product: CCOP(=O)(NC1CN(c2ccncc2N)CCC1Cl)OCC.